This data is from the Open Reaction Database (ORD), a public repository of structured organic reaction records. The task is: describe an organic reaction: reactants, conditions, products, and yield The reactants are Brc1ncccn1, CC1CNCCN1, Cc1ccccc1C. The product is Br, CC1CN(c2ncccn2)CCN1. RXN SMILES: [Br:8][c:9]1[n:10][cH:11][cH:12][cH:13][n:14]1.[CH3:1][CH:2]1[NH:3][CH2:4][CH2:5][NH:6][CH2:7]1.[c:15]1([CH3:16])[c:17]([CH3:18])[cH:19][cH:20][cH:21][cH:22]1>>[BrH:8].[CH3:1][CH:2]1[NH:3][CH2:4][CH2:5][N:6]([c:9]2[n:10][cH:11][cH:12][cH:13][n:14]2)[CH2:7]1. RXN SMILES: [ClH:1].[NH2:2][OH:3].C(=O)([O-])[O-].[K+].[K+].[CH2:10]([C@H:17]([NH:26][C:27]([C:29]1[NH:30][C:31]2[C:36]([CH:37]=1)=[CH:35][C:34](Cl)=[CH:33][CH:32]=2)=[O:28])[C:18](=[O:25])[N:19]1[CH2:23][CH2:22][C:21](=O)[CH2:20]1)[C:11]1[CH:16]=[CH:15][CH:14]=[CH:13][CH:12]=1>C(O)C.O>[CH2:10]([C@H:17]([NH:26][C:27]([C:29]1[NH:30][C:31]2[C:36]([CH:37]=1)=[CH:35][C:34]([Cl:1])=[CH:33][CH:32]=2)=[O:28])[C:18]([N:19]1[CH2:23][CH2:22][C:21](=[N:2][OH:3])[CH2:20]1)=[O:25])[C:11]1[CH:12]=[CH:13][CH:14]=[CH:15][CH:16]=1 |f:0.1,2.3.4|. Procedure: Hydroxylamine hydrochloride (68 mg, 0.82 mmol) and potassium carbonate (136 mg, 0.98 mmol) were added to a solution of 5-chloro-1H-indole-2-carboxylic acid [(1S)-benzyl-2-oxo-2-(3-oxo-pyrrolidin-1-yl)-ethyl]-amide in ethanol (5 ml) and water (1 ml) at 25° C. After 48 hours, the reaction mixture was concentrated and the residue dissolved in ethyl acetate. The resulting solution was washed two times with water and once with brine, dried over Na2SO4, and concentrated. Two substances appearing to be... Yields the product C(C1=CC=CC=C1)[C@@H](C(=O)N1CC(CC1)=NO)NC(=O)C=1NC2=CC=C(C=C2C1)Cl (5-Chloro-1H-indole-2-carboxylic acid [(1S)-benzyl-2-(3-hydroxyimino-pyrrolidin-1-yl)-2-oxo-ethyl]-amide). The solvent is C(C)O (ethanol), O (water). The reactants are Cl.NO (Hydroxylamine hydrochloride), C([O-])([O-])=O.[K+].[K+] (potassium carbonate), C(C1=CC=CC=C1)[C@@H](C(N1CC(CC1)=O)=O)NC(=O)C=1NC2=CC=C(C=C2C1)Cl (5-chloro-1H-indole-2-carboxylic acid [(1S)-benzyl-2-oxo-2-(3-oxo-pyrrolidin-1-yl)-ethyl]-amide). Conditions: time 48 hour. The reactants are CCOC(C)=O, Cl, CSc1ncc(-c2ccc(O)c(F)c2)c(=O)n1C, Nc1ccc(F)cc1. Product: Cn1c(Nc2ccc(F)cc2)ncc(-c2ccc(O)c(F)c2)c1=O. Reaction SMILES: [CH3:28][CH2:29][O:30][C:31]([CH3:32])=[O:33].[ClH:19].[F:1][c:2]1[cH:3][c:4](-[c:9]2[c:10](=[O:18])[n:11]([CH3:17])[c:12]([S:15][CH3:16])[n:13][cH:14]2)[cH:5][cH:6][c:7]1[OH:8].[F:20][c:21]1[cH:22][cH:23][c:24]([NH2:25])[cH:26][cH:27]1>>[F:1][c:2]1[cH:3][c:4](-[c:9]2[c:10](=[O:18])[n:11]([CH3:17])[c:12]([NH:25][c:24]3[cH:23][cH:22][c:21]([F:20])[cH:27][cH:26]3)[n:13][cH:14]2)[cH:5][cH:6][c:7]1[OH:8]. RXN SMILES: [BH4-:1].[CH3:23][CH2:24][OH:25].[F:3][c:4]1[cH:5][c:6]([CH:11]2[N:12]3[C:13](=[O:21])[CH2:14][CH2:15][CH:16]3[CH2:17][C:18](=[O:20])[CH2:19]2)[cH:7][cH:8][c:9]1[F:10].[Na+:2].[OH2:22]>>[F:3][c:4]1[cH:5][c:6]([CH:11]2[N:12]3[C:13](=[O:21])[CH2:14][CH2:15][CH:16]3[CH2:17][CH:18]([OH:20])[CH2:19]2)[cH:7][cH:8][c:9]1[F:10]. Starting materials: [BH4-], CCO, O=C1CC2CCC(=O)N2C(c2ccc(F)c(F)c2)C1, [Na+], O. Yields the product O=C1CCC2CC(O)CC(c3ccc(F)c(F)c3)N12. Starting materials: Nc1ccc2c(cnn2Cc2ccccc2)c1, FC(F)(F)c1nnc(-c2ccc3ncnc(Cl)c3c2)o1. Product: FC(F)(F)c1nnc(-c2ccc3ncnc(Nc4ccc5c(cnn5Cc5ccccc5)c4)c3c2)o1, Cl. Reaction SMILES: [CH2:1]([c:2]1[cH:3][cH:4][cH:5][cH:6][cH:7]1)[n:8]1[n:9][cH:10][c:11]2[cH:12][c:13]([NH2:17])[cH:14][cH:15][c:16]12.[Cl:18][c:19]1[n:20][cH:21][n:22][c:23]2[cH:24][cH:25][c:26](-[c:29]3[o:30][c:31]([C:34]([F:35])([F:36])[F:37])[n:32][n:33]3)[cH:27][c:28]12>>[CH2:1]([c:2]1[cH:3][cH:4][cH:5][cH:6][cH:7]1)[n:8]1[n:9][cH:10][c:11]2[cH:12][c:13]([NH:17][c:19]3[n:20][cH:21][n:22][c:23]4[cH:24][cH:25][c:26](-[c:29]5[o:30][c:31]([C:34]([F:35])([F:36])[F:37])[n:32][n:33]5)[cH:27][c:28]34)[cH:14][cH:15][c:16]12.[ClH:18].